This data is from the Open Reaction Database (ORD), a public repository of structured organic reaction records. The task is: describe an organic reaction: reactants, conditions, products, and yield Starting materials: CN1CCN(CC1)C#N (4-methyl-1-piperazinecarbonitrile), C[O-].[Na+] (sodium methoxide). The solvent is CO (methanol). The product is CN1CCN(CC1)C(OC)=N (methyl 4-methyl-1-piperazinecarboximidate). RXN SMILES: [CH3:1][N:2]1[CH2:7][CH2:6][N:5]([C:8]#[N:9])[CH2:4][CH2:3]1.[CH3:10][O-:11].[Na+]>CO>[CH3:1][N:2]1[CH2:7][CH2:6][N:5]([C:8](=[NH:9])[O:11][CH3:10])[CH2:4][CH2:3]1 |f:1.2|. Procedure: In the manner given in Example 2, 4-methyl-1-piperazinecarbonitrile is treated with sodium methoxide in methanol to give methyl 4-methyl-1-piperazinecarboximidate. Starting materials: COCCCN (3-methoxy-1-propanamine), ON=C(N)C1=NON=C1NCCCOC (N′-Hydroxy-4-[(3-methoxypropyl)amino]-1,2,5-oxadiazole-3-carboximidamide). Product: NC=1C(=NON1)C(NCCCOC)=NO (4-Amino-N′-hydroxy-N-(3-methoxypropyl)-1,2,5-oxadiazole-3-carboximidamide). The yield is 93.0%. Reaction SMILES: [CH3:1][O:2][CH2:3][CH2:4][CH2:5][NH2:6].[OH:7][N:8]=[C:9]([C:11]1[C:15]([NH:16]CCCOC)=[N:14][O:13][N:12]=1)N>>[NH2:16][C:15]1[C:11]([C:9](=[N:8][OH:7])[NH:6][CH2:5][CH2:4][CH2:3][O:2][CH3:1])=[N:12][O:13][N:14]=1. Reported procedure: The desired compound was prepared according to the procedure of Example 1, step C, using 3-methoxy-1-propanamine as the starting material in 93% yield. LCMS for C7H14N5O3 (M+H)+: m/z=216.1. Step B: N′-Hydroxy-4-[(3-methoxypropyl)amino]-1,2,5-oxadiazole-3-carboximidamide